Dataset: the Open Reaction Database (ORD), a public repository of structured organic reaction records. Task: describe an organic reaction: reactants, conditions, products, and yield Starting materials: C(C)OC1=CC=C(C=C1)C(CO)C(F)(F)F (2-(4-ethoxyphenyl)-3,3,3-trifluoropropanol), ClC1=CC=C(OC=2C=C(CBr)C=CC2)C=C1 (3-(4-chlorophenoxy)-benzyl bromide), HCl ice water, [H-].[Na+] (sodium hydride). Solvent: C1CCOC1 (THF), C1CCOC1 (THF). Product: ClC1=CC=C(OC=2C=C(COCC(C(F)(F)F)C3=CC=C(C=C3)OCC)C=CC2)C=C1 (2-(4-ethoxyphenyl)-3,3,3-trifluoropropyl 3-(4-chlorophenoxy)benzyl ether). RXN SMILES: [H-].[Na+].[CH2:3]([O:5][C:6]1[CH:11]=[CH:10][C:9]([CH:12]([C:15]([F:18])([F:17])[F:16])[CH2:13][OH:14])=[CH:8][CH:7]=1)[CH3:4].[Cl:19][C:20]1[CH:34]=[CH:33][C:23]([O:24][C:25]2[CH:26]=[C:27]([CH:30]=[CH:31][CH:32]=2)[CH2:28]Br)=[CH:22][CH:21]=1>C1COCC1>[Cl:19][C:20]1[CH:34]=[CH:33][C:23]([O:24][C:25]2[CH:26]=[C:27]([CH:30]=[CH:31][CH:32]=2)[CH2:28][O:14][CH2:13][CH:12]([C:9]2[CH:8]=[CH:7][C:6]([O:5][CH2:3][CH3:4])=[CH:11][CH:10]=2)[C:15]([F:16])([F:17])[F:18])=[CH:22][CH:21]=1 |f:0.1|. Reported procedure: Under a nitrogen atmosphere, 171 mg of sodium hydride (60% oil dispersion) was added to 20 ml of dry THF. A solution of 1.0 g of 2-(4-ethoxyphenyl)-3,3,3-trifluoropropanol and 1.25 g of 3-(4-chlorophenoxy)-benzyl bromide in 30 ml of dry THF was then added with ice-cooling, and the reaction solution was stirred with ice-cooling for 1 hour and at room temperature for 12 hours. Thereafter, the reaction mixture was poured into dilute HCl-ice water and extracted twice with diethyl ether. The ether la... Reactants: COc1ccc2cc(-c3ccc(N)c(OC)c3)ccc2c1, CC(=O)Cl, CN(C)c1ccncc1, ClCCl, [Na+], [Na+], O=C([O-])[O-]. Yields the product COc1ccc2cc(-c3ccc(NC(C)=O)c(OC)c3)ccc2c1. As a reaction SMILES: [CH3:1][O:2][c:3]1[c:4]([NH2:5])[cH:6][cH:7][c:8](-[c:10]2[cH:11][c:12]3[cH:13][cH:14][c:15]([O:20][CH3:21])[cH:16][c:17]3[cH:18][cH:19]2)[cH:9]1.[CH3:22][C:23]([Cl:24])=[O:25].[CH3:35][N:36]([c:37]1[cH:38][cH:39][n:40][cH:41][cH:42]1)[CH3:43].[Cl:32][CH2:33][Cl:34].[Na+:26].[Na+:27].[O-:28][C:29](=[O:30])[O-:31]>>[CH3:1][O:2][c:3]1[c:4]([NH:5][C:23]([CH3:22])=[O:25])[cH:6][cH:7][c:8](-[c:10]2[cH:11][c:12]3[cH:13][cH:14][c:15]([O:20][CH3:21])[cH:16][c:17]3[cH:18][cH:19]2)[cH:9]1. Starting materials: C=C(C(=O)OC(C)(C)C)C(=O)OC(C)(C)C, CC(C)(C)[O-], Cl, CCOC(=O)c1cn(NC)c2c(F)c(F)c(F)cc2c1=O, [K+], C1CCOC1. Yields the product CCOC(=O)c1cn(N(C)CC(C(=O)OC(C)(C)C)C(=O)OC(C)(C)C)c2c(F)c(F)c(F)cc2c1=O. RXN SMILES: [C:28]([CH3:29])([CH3:30])([CH3:31])[O:32][C:33](=[O:34])[C:35]([C:36](=[O:37])[O:38][C:39]([CH3:40])([CH3:41])[CH3:42])=[CH2:43].[CH3:1][C:2]([CH3:3])([O-:4])[CH3:5].[ClH:44].[F:7][c:8]1[cH:9][c:10]2[c:11](=[O:27])[c:12]([C:22](=[O:23])[O:24][CH2:25][CH3:26])[cH:13][n:14]([NH:20][CH3:21])[c:15]2[c:16]([F:19])[c:17]1[F:18].[K+:6].[O:45]1[CH2:46][CH2:47][CH2:48][CH2:49]1>>[F:7][c:8]1[cH:9][c:10]2[c:11](=[O:27])[c:12]([C:22](=[O:23])[O:24][CH2:25][CH3:26])[cH:13][n:14]([N:20]([CH3:21])[CH2:43][CH:35]([C:33]([O:32][C:28]([CH3:29])([CH3:30])[CH3:31])=[O:34])[C:36](=[O:37])[O:38][C:39]([CH3:40])([CH3:41])[CH3:42])[c:15]2[c:16]([F:19])[c:17]1[F:18]. Reactants: NC1=C(C(=O)N)C=C(C=C1)C (2-amino-5-methylbenzamide), FC1=CC=C(C=O)C=C1 (4-fluorobenzaldehyde), II (iodine), C([O-])([O-])=O.[K+].[K+] (potassium carbonate). Solvent: CN(C)C=O (DMF), O (water). Run at temperature 80 celsius, time 16 hour. The product is FC1=CC=C(C=C1)C1=NC2=CC=C(C=C2C(N1)=O)C (2-(4-fluoro-phenyl)-6-methyl-3H-quinazolin-4-one). Isolated yield 82.8%. RXN SMILES: [NH2:1][C:2]1[CH:10]=[CH:9][C:8]([CH3:11])=[CH:7][C:3]=1[C:4]([NH2:6])=[O:5].[F:12][C:13]1[CH:20]=[CH:19][C:16]([CH:17]=O)=[CH:15][CH:14]=1.II.C(=O)([O-])[O-].[K+].[K+]>CN(C=O)C.O>[F:12][C:13]1[CH:20]=[CH:19][C:16]([C:17]2[NH:6][C:4](=[O:5])[C:3]3[C:2](=[CH:10][CH:9]=[C:8]([CH3:11])[CH:7]=3)[N:1]=2)=[CH:15][CH:14]=1 |f:3.4.5|. Procedure: A mixture of 2-amino-5-methylbenzamide (1.0 g, 6.7 mmol), 4-fluorobenzaldehyde (0.83 g, 6.7 mmol), iodine (2.03 g, 8.0 mmol), and potassium carbonate (1.38 g, 10 mmol) in DMF (50 mL) was stirred at 80° C. for 16 hours. The reaction mixture was cooled to 20° C. and poured into icy water. The solid was collected by filtration, washed with water, and air dried to give 2-(4-fluoro-phenyl)-6-methyl-3H-quinazolin-4-one (1.41 g, 83%). A solution of 2-(4-fluoro-phenyl)-6-methyl-3H-quinazolin-4-one (1.4 ... Starting materials: ClC1=NC(=CN=C1)Cl (2,6-dichloropyrazine), crude product, COC1=C(CO)C=CC=C1 (2-methoxybenzyl alcohol), [H-].[Na+] (NaH). The product is ClC1=NC(=CN=C1)OCC1=C(C=CC=C1)OC (2-Chloro-6-[(2-methoxybenzyl)oxy]pyrazine). Reaction SMILES: Cl[C:2]1[CH:7]=[N:6][CH:5]=[C:4]([Cl:8])[N:3]=1.[CH3:9][O:10][C:11]1[CH:18]=[CH:17][CH:16]=[CH:15][C:12]=1[CH2:13][OH:14].[H-].[Na+]>>[Cl:8][C:4]1[CH:5]=[N:6][CH:7]=[C:2]([O:14][CH2:13][C:12]2[CH:15]=[CH:16][CH:17]=[CH:18][C:11]=2[O:10][CH3:9])[N:3]=1 |f:2.3|. Reported procedure: The title compound was prepared according to the procedure of example 4, step 1 starting from 2,6-dichloropyrazine (298 mg, 2.00 mmol), 2-methoxybenzyl alcohol (303 mg, 2.20 mmol) and NaH (55% in mineral oil, 96 mg, 2.2 mmol). The yield of the crude product was 0.49 g (98%) and was used directly as such in the next step. MS m/z 250 (M)+. HRMS m/z calcd for C12H11ClN2O2 (M)+ 250.0509, found 250.0522. The reactants are C(O)([O-])=O.[Na+] (sodium hydrogencarbonate), BrCC(=O)Br (bromoacetyl bromide), C1(=CC=CC=C1)CCN1C2=C(N[C@H]3[C@@H](C1=O)CCC3)C=CC=C2 ((3aR*,10aS*)-9-(2-phenylethyl)-2,3,3a,4,9,10a- hexahydrobenzo [b]cyclopenta[e][1,4]diazepin-10(1H)-one). The solvent is ClCCl (dichloromethane), ClCCl (dichloromethane). Reaction conditions: time 3 hour. Yields the product BrCC(=O)N1C2=C(N(C([C@@H]3[C@H]1CCC3)=O)CCC3=CC=CC=C3)C=CC=C2 ((3aR*,10aS*)-4-(Bromoacetyl)-9-(2-phenylethyl)-2,3,3a,4,9,10a-hexahydrobenzo[b]cyclopenta-[e][1,4]diazepin-10(1H)-one). Isolated yield 72.1%. RXN SMILES: [Br:1][CH2:2][C:3](Br)=[O:4].[C:6]1([CH2:12][CH2:13][N:14]2[C:20](=[O:21])[C@H:19]3[CH2:22][CH2:23][CH2:24][C@H:18]3[NH:17][C:16]3[CH:25]=[CH:26][CH:27]=[CH:28][C:15]2=3)[CH:11]=[CH:10][CH:9]=[CH:8][CH:7]=1.C(=O)([O-])O.[Na+]>ClCCl>[Br:1][CH2:2][C:3]([N:17]1[C@@H:18]2[CH2:24][CH2:23][CH2:22][C@@H:19]2[C:20](=[O:21])[N:14]([CH2:13][CH2:12][C:6]2[CH:11]=[CH:10][CH:9]=[CH:8][CH:7]=2)[C:15]2[CH:28]=[CH:27][CH:26]=[CH:25][C:16]1=2)=[O:4] |f:2.3|. Reported procedure: To a solution of bromoacetyl bromide (0.29 mL, 3.3 mmol) in dichloromethane (5 mL) was added dropwise a solution of (3aR*,10aS*)-9-(2-phenylethyl)-2,3,3a,4,9,10a- hexahydrobenzo [b]cyclopenta[e][1,4]diazepin-10(1H)-one (0.92 g, 3.0 mmol) in dichloromethane (5 mL). The solution was stirred for 3 hours at room temperature. To the reaction mixture was added a saturated aqueous solution of sodium hydrogencarbonate. The aqueous layer was separated, and the organic layer was washed with water and a sa... The reactants are CC#N, CCCCC1(CO)NC(=O)N(Cc2ccccc2)C1=O, NOCc1ccccc1, ClCCl, Cl. Yields the product CCCCC1(C=NOCc2ccccc2)NC(=O)N(Cc2ccccc2)C1=O. As a reaction SMILES: [C:34](#[N:35])[CH3:36].[CH2:1]([c:2]1[cH:3][cH:4][cH:5][cH:6][cH:7]1)[N:8]1[C:9](=[O:20])[NH:10][C:11]([CH2:14][OH:15])([CH2:16][CH2:17][CH2:18][CH3:19])[C:12]1=[O:13].[CH2:22]([c:23]1[cH:24][cH:25][cH:26][cH:27][cH:28]1)[O:29][NH2:30].[Cl:31][CH2:32][Cl:33].[ClH:21]>>[CH2:1]([c:2]1[cH:3][cH:4][cH:5][cH:6][cH:7]1)[N:8]1[C:9](=[O:20])[NH:10][C:11]([CH:14]=[N:30][O:29][CH2:22][c:23]2[cH:24][cH:25][cH:26][cH:27][cH:28]2)([CH2:16][CH2:17][CH2:18][CH3:19])[C:12]1=[O:13]. Reactants: O=C(O)Cc1ccc(F)cc1Br, ClCCl, O=S(Cl)Cl. Product: O=C(Cl)Cc1ccc(F)cc1Br. RXN SMILES: [Br:5][c:6]1[c:7]([CH2:13][C:14](=[O:15])[OH:16])[cH:8][cH:9][c:10]([F:12])[cH:11]1.[Cl:17][CH2:18][Cl:19].[S:1]([Cl:2])([Cl:3])=[O:4]>>[Cl:3][C:14]([CH2:13][c:7]1[c:6]([Br:5])[cH:11][c:10]([F:12])[cH:9][cH:8]1)=[O:16]. The reactants are C1(=CC=C(C=C1)C#CC1=CC=C(C=C1)C1CCC(CC1)CO)C ([4-(4-p-tolylethynylphenyl)cyclohexyl]methanol), ClCCl (dichloromethane), [Cr](=O)(=O)([O-])Cl.[NH+]1=CC=CC=C1 (pyridinium chlorochromate). Solvent: C(C)(C)O (isopropanol). Reaction conditions: time 8 hour. Yields the product C1(=CC=C(C=C1)C#CC1=CC=C(C=C1)C1CCC(CC1)C=O)C (4-(4-p-tolylethynylphenyl)cyclohexanecarbaldehyde). Reaction SMILES: [C:1]1([CH3:23])[CH:6]=[CH:5][C:4]([C:7]#[C:8][C:9]2[CH:14]=[CH:13][C:12]([CH:15]3[CH2:20][CH2:19][CH:18]([CH2:21][OH:22])[CH2:17][CH2:16]3)=[CH:11][CH:10]=2)=[CH:3][CH:2]=1.ClCCl.[Cr](Cl)([O-])(=O)=O.[NH+]1C=CC=CC=1>C(O)(C)C>[C:1]1([CH3:23])[CH:2]=[CH:3][C:4]([C:7]#[C:8][C:9]2[CH:14]=[CH:13][C:12]([CH:15]3[CH2:20][CH2:19][CH:18]([CH:21]=[O:22])[CH2:17][CH2:16]3)=[CH:11][CH:10]=2)=[CH:5][CH:6]=1 |f:2.3|. Procedure: 36.6 g of [4-(4-p-tolylethynylphenyl)cyclohexyl]methanol were mixed with 300 ml of dichloromethane, and a mixture of 21 g of Celite and 28.5 g of pyridinium chlorochromate (PCC) were added under a nitrogen atmosphere. The reaction mixture was stirred overnight at RT. 100 ml of isopropanol were then added to the black suspension, and the mixture was stirred at RT for 1½ hours in order to destroy the excess PCC. This suspension was then filtered, and the filtrate was subjected to conventional work... Product: C(C1=CC=CC=C1)N1C=C(C2=CC=C(C=C12)C(N)=N)CC1=C(C=CC=C1)C=1C(=CC(=CC1)OC)C(=O)O (2′-(1-Benzyl-6-carbamimidoyl-1H-indol-3-ylmethyl)-4-methoxy-biphenyl-2-carboxylic acid). Reported procedure: Part A. 1-benzyl-3-(2′-formyl-4′-methoxy-biphenyl-2-ylmethyl)-1H-indole-6-carbonitrile: The compound of Example 1, Part B (0.1 g, 0.27 mmol) was dissolved in 2 mL DMF and cooled to 0° C. in an ice bath. To the cold solution was added sodium hydride (60% in oil, 12 mg, 0.30 mmol), and the mixture was stirred for 10-15 min followed by addition of benzyl bromide (0.036 ml, 0.30 mmol). The reactoin was then stirred overnight at rt. Work-up and chromatography provided the N-benzylindole (0.1 g, 83%) ... The yield is 83.0%. Reactants: C(C1=CC=CC=C1)Br (benzyl bromide), C(C1=CC=CC=C1)N1C=C(C2=CC=C(C=C12)C#N)CC1=C(C=CC=C1)C1=C(C=C(C=C1)OC)C=O (1-benzyl-3-(2′-formyl-4′-methoxy-biphenyl-2-ylmethyl)-1H-indole-6-carbonitrile), C(=O)(C(F)(F)F)O (TFA), CN(C)C=O (DMF), [H-].[Na+] (sodium hydride). RXN SMILES: [CH2:1]([N:8]1[C:16]2[C:11](=[CH:12][CH:13]=[C:14]([C:17]#[N:18])[CH:15]=2)[C:10]([CH2:19][C:20]2[CH:25]=[CH:24][CH:23]=[CH:22][C:21]=2[C:26]2C=[CH:30][C:29]([O:32][CH3:33])=[CH:28][C:27]=2C=O)=[CH:9]1)[C:2]1[CH:7]=[CH:6][CH:5]=[CH:4][CH:3]=1.[C:36]([OH:42])([C:38](F)(F)F)=[O:37].[H-].[Na+].C(Br)C1C=CC=CC=1.C[N:54](C=O)C>>[CH2:1]([N:8]1[C:16]2[C:11](=[CH:12][CH:13]=[C:14]([C:17](=[NH:54])[NH2:18])[CH:15]=2)[C:10]([CH2:19][C:20]2[CH:25]=[CH:24][CH:23]=[CH:22][C:21]=2[C:26]2[C:38]([C:36]([OH:42])=[O:37])=[CH:30][C:29]([O:32][CH3:33])=[CH:28][CH:27]=2)=[CH:9]1)[C:2]1[CH:3]=[CH:4][CH:5]=[CH:6][CH:7]=1 |f:2.3|. Reaction conditions: temperature 0 celsius, time 12.5 minute.